From a dataset of the Open Reaction Database (ORD), a public repository of structured organic reaction records. describe an organic reaction: reactants, conditions, products, and yield The reactants are [BH4-], COc1ccc2c(n1)c(C=C[N+](=O)[O-])c1n2CCCC1, CC(=O)O, ClC(Cl)Cl, CC(C)O, [Na+]. Yields the product COc1ccc2c(n1)c(CC[N+](=O)[O-])c1n2CCCC1. As a reaction SMILES: [BH4-:25].[CH3:1][O:2][c:3]1[cH:4][cH:5][c:6]2[c:7]([c:8]([CH:15]=[CH:16][N+:17](=[O:18])[O-:19])[c:9]3[n:14]2[CH2:13][CH2:12][CH2:11][CH2:10]3)[n:20]1.[CH3:27][C:28](=[O:29])[OH:30].[CH:21]([Cl:22])([Cl:23])[Cl:24].[CH:31]([OH:32])([CH3:33])[CH3:34].[Na+:26]>>[CH3:1][O:2][c:3]1[cH:4][cH:5][c:6]2[c:7]([c:8]([CH2:15][CH2:16][N+:17](=[O:18])[O-:19])[c:9]3[n:14]2[CH2:13][CH2:12][CH2:11][CH2:10]3)[n:20]1. Reactants: Cc1cc(CCNCc2ccccc2)ccc1Oc1ccc(C#N)cn1, CS(C)=O, [K+], [K+], O=C([O-])[O-], OO. Yields the product Cc1cc(CCNCc2ccccc2)ccc1Oc1ccc(C(N)=O)cn1. As a reaction SMILES: [CH2:1]([c:2]1[cH:3][cH:4][cH:5][cH:6][cH:7]1)[NH:8][CH2:9][CH2:10][c:11]1[cH:12][c:13]([CH3:26])[c:14]([O:15][c:16]2[n:17][cH:18][c:19]([C:20]#[N:21])[cH:22][cH:23]2)[cH:24][cH:25]1.[CH3:35][S:36]([CH3:37])=[O:38].[K+:29].[K+:30].[O-:31][C:32]([O-:33])=[O:34].[OH:27][OH:28]>>[CH2:1]([c:2]1[cH:3][cH:4][cH:5][cH:6][cH:7]1)[NH:8][CH2:9][CH2:10][c:11]1[cH:12][c:13]([CH3:26])[c:14]([O:15][c:16]2[n:17][cH:18][c:19]([C:20]([NH2:21])=[O:31])[cH:22][cH:23]2)[cH:24][cH:25]1. Reactants: Cl (hydrochloric acid), NC1=C(C(=C(C=C1)[N+](=O)[O-])CCO)F (4-Amino-3-fluoro-2-(2-hydroxyethyl)nitrobenzene), N(=O)[O-].[Na+] (sodium nitrite), cuprous chloride, Cl (hydrochloric acid), aqueous solution, Cl (hydrochloric acid). The solvent is C(C)(=O)O (acetic acid). Run at time 30 minute. Yields the product ClC1=C(C(=C(C=C1)[N+](=O)[O-])CCO)F (4-Chloro-3-fluoro-2-(2-hydroxyethyl)nitrobenzene). The yield is 83.0%. As a reaction SMILES: N[C:2]1[CH:7]=[CH:6][C:5]([N+:8]([O-:10])=[O:9])=[C:4]([CH2:11][CH2:12][OH:13])[C:3]=1[F:14].[ClH:15].N([O-])=O.[Na+]>C(O)(=O)C>[Cl:15][C:2]1[CH:7]=[CH:6][C:5]([N+:8]([O-:10])=[O:9])=[C:4]([CH2:11][CH2:12][OH:13])[C:3]=1[F:14] |f:2.3|. Reported procedure: 7.33 g (37 mmol) of the compound (124) obtained in Reference Example 6 was added to 60 ml of 6N hydrochloric acid, and while cooling on ice, 15 ml of aqueous solution containing 2.95 g (43 mmol) of sodium nitrite was dropped to the solution through 5 minutes. The solution was stirred for 30 minutes as was. Then, 20 ml of concentrated hydrochloric acid and 20 ml of acetic acid were added to the solution, and the solution was stirred for 1 hour. While cooling on ice, 35 ml of concentrated hydrochl... Run at time 3 hour. Yield: 86.8%. Run in O1CCCC1 (tetrahydrofuran), C(C)O (ethanol), O1CCCC1 (tetrahydrofuran). Procedure: To a mixture of ethyl 3-methylthieno[2,3-c]pyridine-2-carboxylate (2.00 g) synthesized above, calcium chloride (2.01 g), ethanol (30 mL) and tetrahydrofuran (30 mL) was added sodium borohydride (1.37 g) at 0° C., and the mixture was stirred at room temperature for 3 hr. Saturated aqueous ammonium chloride solution was added to quench the reaction, and the reaction mixture was extracted with ethyl acetate. The extract was washed with saturated brine, dried over magnesium sulfate, and concentrated... Product: CC1=C(SC2=CN=CC=C21)C=O (3-methylthieno[2,3-c]pyridine-2-carbaldehyde). RXN SMILES: [CH3:1][C:2]1[C:10]2[C:5](=[CH:6][N:7]=[CH:8][CH:9]=2)[S:4][C:3]=1[C:11](OCC)=[O:12].[Cl-].[Ca+2].[Cl-].[BH4-].[Na+].[Cl-].[NH4+]>O1CCCC1.[O-2].[O-2].[Mn+4].C(O)C>[CH3:1][C:2]1[C:10]2[C:5](=[CH:6][N:7]=[CH:8][CH:9]=2)[S:4][C:3]=1[CH:11]=[O:12] |f:1.2.3,4.5,6.7,9.10.11|. Reagents/catalysts: [O-2].[O-2].[Mn+4] (manganese dioxide). Starting materials: CC1=C(SC2=CN=CC=C21)C(=O)OCC (ethyl 3-methylthieno[2,3-c]pyridine-2-carboxylate), [Cl-].[Ca+2].[Cl-] (calcium chloride), [Cl-].[NH4+] (ammonium chloride), solution, [BH4-].[Na+] (sodium borohydride). Reactants: dodecyl aldehyde, C(CO)O (ethylene glycol), C1(=CC=C(C=C1)S(=O)(=O)O)C (para-toluenesulfonic acid). Solvent: C1(=CC=CC=C1)C (toluene). Yields the product C(CCCCCCCCCC)C1OCCO1 (2-n-undecyl-1,3 dioxolane). Isolated yield 226213.1%. RXN SMILES: [CH2:1]([OH:4])[CH2:2][OH:3].[C:5]1([CH3:15])[CH:10]=[CH:9][C:8](S(O)(=O)=O)=[CH:7][CH:6]=1>C1(C)C=CC=CC=1>[CH2:5]([CH:15]1[O:4][CH2:1][CH2:2][O:3]1)[CH2:10][CH2:9][CH2:8][CH2:7][CH2:6][CH2:7][CH2:6][CH2:5][CH2:10][CH3:9]. Procedure details: Following example I, 45.56 g (0.25 mole) of dodecyl aldehyde, 17.85 g (0.288 mole) of ethylene glycol, 0.02 g of para-toluenesulfonic acid in 140 ml toluene are reacted to obtain 30 g (55%) of a colorless product; b.p. 112°-116°/1.5 mm. nD20 =1.9999. Reactants: CC(=O)O, COC(=O)C(C(=O)OC)c1ccc(Cl)cc1[N+](=O)[O-], O. Yields the product COC(=O)C1C(=O)N(O)c2cc(Cl)ccc21. Reaction SMILES: [CH3:21][C:22](=[O:23])[OH:24].[Cl:1][c:2]1[cH:3][c:4]([N+:17](=[O:18])[O-:19])[c:5]([CH:8]([C:9](=[O:10])[O:11][CH3:12])[C:13](=[O:14])[O:15][CH3:16])[cH:6][cH:7]1.[OH2:20]>>[Cl:1][c:2]1[cH:3][c:4]2[c:5]([cH:6][cH:7]1)[CH:8]([C:13](=[O:14])[O:15][CH3:16])[C:9](=[O:10])[N:17]2[OH:19]. Reactants: CCO, CCOC(=O)C(=O)Nc1ccccc1C(=O)NC1CCN(C2CCCCC2)C1, Cl, [Na+], [OH-]. As a reaction SMILES: [CH3:32][CH2:33][OH:34].[CH:2]1([N:8]2[CH2:9][CH:10]([NH:13][C:14](=[O:15])[c:16]3[c:17]([NH:18][C:19]([C:20](=[O:21])[O:22][CH2:23][CH3:24])=[O:25])[cH:26][cH:27][cH:28][cH:29]3)[CH2:11][CH2:12]2)[CH2:3][CH2:4][CH2:5][CH2:6][CH2:7]1.[ClH:1].[Na+:31].[OH-:30]>>[CH:2]1([N:8]2[CH2:9][CH:10]([NH:13][C:14](=[O:15])[c:16]3[c:17]([NH:18][C:19]([C:20](=[O:21])[O-:22])=[O:25])[cH:26][cH:27][cH:28][cH:29]3)[CH2:11][CH2:12]2)[CH2:3][CH2:4][CH2:5][CH2:6][CH2:7]1.[Na+:31]. Product: O=C([O-])C(=O)Nc1ccccc1C(=O)NC1CCN(C2CCCCC2)C1, [Na+]. Starting materials: C(C)#N.O (acetonitrile water), C(=O)(C(F)(F)F)O (TFA), C(#N)C=1C=C2C(C(N(C2=CC1)S(=O)(=O)C1=C(C=C(C=C1)OC)OC)=O)(C=1C(=NC=CC1)OCC)NC(OC1=CC=CC=C1)=O (phenyl [5-cyano-1-[(2,4-dimethoxyphenyl)sulphonyl]-3-(2-ethoxypyridin-3-yl)-2-oxo-2,3-dihydro-1H-indol-3-yl]carbamate), C(#N)C=1C=C2C(C(N(C2=CC1)S(=O)(=O)C1=C(C=C(C=C1)OC)OC)=O)(C=1C(=NC=CC1)OCC)NC(OC1=CC=CC=C1)=O (Phenyl [5-cyano-1-[(2,4-dimethoxyphenyl)sulphonyl]-3-(2-ethoxypyridin-3-yl)-2-oxo-2,3-dihydro-1H-indol-3-yl]carbamate), N1CCC(CC1)N1CCN(CC1)C(=O)OC(C)(C)C (tert-butyl 4-piperidin-4-ylpiperazine-1-carboxylate). The solvent is O1CCCC1 (tetrahydrofuran). Conditions: time 8 hour. Product: C(#N)C=1C=C2C(C(N(C2=CC1)S(=O)(=O)C1=C(C=C(C=C1)OC)OC)=O)(C=1C(=NC=CC1)OCC)NC(=O)N1CCC(CC1)N1CCN(CC1)C(=O)OC(C)(C)C (tert-Butyl 4-[1-({[5-cyano-1-[(2,4-dimethoxyphenyl)sulphonyl]-3-(2-ethoxypyridin-3-yl)-2-oxo-2,3-dihydro-1H-indol-3-yl]amino}carbonyl)piperidin-4-yl]piperazine-1-carboxylate). Yield: 43.7%. Reaction SMILES: [C:1]([C:3]1[CH:4]=[C:5]2[C:9](=[CH:10][CH:11]=1)[N:8]([S:12]([C:15]1[CH:20]=[CH:19][C:18]([O:21][CH3:22])=[CH:17][C:16]=1[O:23][CH3:24])(=[O:14])=[O:13])[C:7](=[O:25])[C:6]2([NH:35][C:36](=O)[O:37]C1C=CC=CC=1)[C:26]1[C:27]([O:32][CH2:33][CH3:34])=[N:28][CH:29]=[CH:30][CH:31]=1)#[N:2].[NH:45]1[CH2:50][CH2:49][CH:48]([N:51]2[CH2:56][CH2:55][N:54]([C:57]([O:59][C:60]([CH3:63])([CH3:62])[CH3:61])=[O:58])[CH2:53][CH2:52]2)[CH2:47][CH2:46]1.C(#N)C.O.C(O)(C(F)(F)F)=O>O1CCCC1>[C:1]([C:3]1[CH:4]=[C:5]2[C:9](=[CH:10][CH:11]=1)[N:8]([S:12]([C:15]1[CH:20]=[CH:19][C:18]([O:21][CH3:22])=[CH:17][C:16]=1[O:23][CH3:24])(=[O:13])=[O:14])[C:7](=[O:25])[C:6]2([NH:35][C:36]([N:45]1[CH2:50][CH2:49][CH:48]([N:51]2[CH2:52][CH2:53][N:54]([C:57]([O:59][C:60]([CH3:63])([CH3:62])[CH3:61])=[O:58])[CH2:55][CH2:56]2)[CH2:47][CH2:46]1)=[O:37])[C:26]1[C:27]([O:32][CH2:33][CH3:34])=[N:28][CH:29]=[CH:30][CH:31]=1)#[N:2] |f:2.3|. Reported procedure: 100 mg (0.16 mmol) of phenyl [5-cyano-1-[(2,4-dimethoxyphenyl)sulphonyl]-3-(2-ethoxypyridin-3-yl)-2-oxo-2,3-dihydro-1H-indol-3-yl]carbamate (prepared according to Example 1, process steps 1a) to 1f)) were initially charged in 8 ml of anhydrous tetrahydrofuran (dried over molecular sieve), and 65.8 mg (0.24 mmol) of tert-butyl 4-piperidin-4-ylpiperazine-1-carboxylate were added. The mixture was then stirred at room temperature overnight. The progress of the reaction was monitored by TLC (silica g... Reactants: O=C([O-])O, CC(C)(C)OC(=O)N1CC=CCC1, CCCCCC, O=C(OO)c1cccc(Cl)c1, ClCCl, [Na+]. The product is CC(C)(C)OC(=O)N1CCC2OC2C1. RXN SMILES: [C:14]([OH:15])(=[O:16])[O-:17].[C:1]([CH3:2])([CH3:3])([CH3:4])[O:5][C:6](=[O:7])[N:8]1[CH2:9][CH2:10][CH:11]=[CH:12][CH2:13]1.[CH3:33][CH2:34][CH2:35][CH2:36][CH2:37][CH3:38].[Cl:19][c:20]1[cH:21][c:22]([C:26]([O:27][OH:28])=[O:29])[cH:23][cH:24][cH:25]1.[Cl:30][CH2:31][Cl:32].[Na+:18]>>[C:1]([CH3:2])([CH3:3])([CH3:4])[O:5][C:6](=[O:7])[N:8]1[CH2:9][CH2:10][CH:11]2[CH:12]([CH2:13]1)[O:15]2.